Dataset: the Open Reaction Database (ORD), a public repository of structured organic reaction records. Task: describe an organic reaction: reactants, conditions, products, and yield Starting materials: CC(C)(C)[O-], COCCl, [K+], C1CCOC1, Oc1c(-c2ccccc2)sc2ncccc12. Product: COCOc1c(-c2ccccc2)sc2ncccc12. RXN SMILES: [CH3:17][C:18]([CH3:19])([O-:20])[CH3:21].[CH3:23][O:24][CH2:25][Cl:26].[K+:22].[O:27]1[CH2:28][CH2:29][CH2:30][CH2:31]1.[OH:1][c:2]1[c:3]2[c:4]([s:5][c:6]1-[c:7]1[cH:8][cH:9][cH:10][cH:11][cH:12]1)[n:13][cH:14][cH:15][cH:16]2>>[O:1]([c:2]1[c:3]2[c:4]([s:5][c:6]1-[c:7]1[cH:8][cH:9][cH:10][cH:11][cH:12]1)[n:13][cH:14][cH:15][cH:16]2)[CH2:25][O:24][CH3:23].